Task: describe an organic reaction: reactants, conditions, products, and yield. Dataset: the Open Reaction Database (ORD), a public repository of structured organic reaction records Starting materials: FC1=CC2=C(SC3=C(C(C2)=O)C=CC=C3)C=C1 (2-fluoro-10,11-dihydro-dibenzo[b,f]thiepin-10-one), [BH4-].[Na+] (sodium borohydride), O (water). The solvent is C(C)O (ethanol). Product: FC1=CC2=C(SC3=C(C(C2)O)C=CC=C3)C=C1 (2-fluoro-10,11-dihydro-dibenzo[b,f]thiepin-10-ol). RXN SMILES: [F:1][C:2]1[CH:17]=[CH:16][C:5]2[S:6][C:7]3[CH:15]=[CH:14][CH:13]=[CH:12][C:8]=3[C:9](=[O:11])[CH2:10][C:4]=2[CH:3]=1.[BH4-].[Na+].O>C(O)C>[F:1][C:2]1[CH:17]=[CH:16][C:5]2[S:6][C:7]3[CH:15]=[CH:14][CH:13]=[CH:12][C:8]=3[CH:9]([OH:11])[CH2:10][C:4]=2[CH:3]=1 |f:1.2|. Procedure: 22 g of 2-fluoro-10,11-dihydro-dibenzo[b,f]thiepin-10-one are suspended in 110 ml of ethanol and treated with 6.1 g of sodium borohydride. The mixture is heated under reflux for 10-15 minutes, then treated with water and extracted with chloroform. The organic phase is washed with water, dried over sodium sulphate and evaporated. There is obtained 2-fluoro-10,11-dihydro-dibenzo[b,f]thiepin-10-ol which melts at 110°-113° C.